Dataset: the Open Reaction Database (ORD), a public repository of structured organic reaction records. Task: describe an organic reaction: reactants, conditions, products, and yield The reactants are CCOC(=N)c1ccc(N)c([N+](=O)[O-])c1, CCOCC, CCO, Cl, N. Product: N=C(N)c1ccc(N)c([N+](=O)[O-])c1, Cl. As a reaction SMILES: [CH2:2]([O:3][C:5]([c:6]1[cH:7][c:8]([N+:13](=[O:14])[O-:15])[c:9]([NH2:12])[cH:10][cH:11]1)=[NH:16])[CH3:4].[CH3:18][CH2:19][O:20][CH2:21][CH3:22].[CH3:23][CH2:24][OH:25].[ClH:1].[NH3:17]>>[C:5]([c:6]1[cH:7][c:8]([N+:13](=[O:14])[O-:15])[c:9]([NH2:12])[cH:10][cH:11]1)([NH2:16])=[NH:17].[ClH:1]. The reactants are ClCCl, CN(C)C=O, CC1(C)C(C=C(Cl)Cl)C1C(=O)O, O=S(Cl)Cl. The product is CC1(C)C(C=C(Cl)Cl)C1C(=O)Cl. RXN SMILES: [CH2:22]([Cl:23])[Cl:24].[CH3:13][N:14]([CH3:15])[CH:16]=[O:17].[Cl:1][C:2](=[CH:3][CH:4]1[C:5]([CH3:10])([CH3:11])[CH:6]1[C:7](=[O:8])[OH:9])[Cl:12].[S:18]([Cl:19])([Cl:20])=[O:21]>>[Cl:1][C:2](=[CH:3][CH:4]1[C:5]([CH3:10])([CH3:11])[CH:6]1[C:7](=[O:8])[Cl:20])[Cl:12].